From a dataset of the Open Reaction Database (ORD), a public repository of structured organic reaction records. describe an organic reaction: reactants, conditions, products, and yield Starting materials: O=C(Cl)c1c(Cl)cccc1Br, CCN(C(C)C)C(C)C, NCC(O)(CNC(=O)c1cnn(-c2ccc(F)cc2)c1N)C(F)(F)F, C1CCOC1. Product: Nc1c(C(=O)NCC(O)(CNC(=O)c2c(Cl)cccc2Br)C(F)(F)F)cnn1-c1ccc(F)cc1. Reaction SMILES: [Br:26][c:27]1[c:28]([C:29](=[O:30])[Cl:31])[c:32]([Cl:36])[cH:33][cH:34][cH:35]1.[CH:37]([N:38]([CH:39]([CH3:40])[CH3:41])[CH2:42][CH3:43])([CH3:44])[CH3:45].[NH2:1][c:2]1[c:3]([C:14](=[O:15])[NH:16][CH2:17][C:18]([C:19]([F:20])([F:21])[F:22])([OH:23])[CH2:24][NH2:25])[cH:4][n:5][n:6]1-[c:7]1[cH:8][cH:9][c:10]([F:13])[cH:11][cH:12]1.[O:46]1[CH2:47][CH2:48][CH2:49][CH2:50]1>>[NH2:1][c:2]1[c:3]([C:14](=[O:15])[NH:16][CH2:17][C:18]([C:19]([F:20])([F:21])[F:22])([OH:23])[CH2:24][NH:25][C:29]([c:28]2[c:27]([Br:26])[cH:35][cH:34][cH:33][c:32]2[Cl:36])=[O:30])[cH:4][n:5][n:6]1-[c:7]1[cH:8][cH:9][c:10]([F:13])[cH:11][cH:12]1. Starting materials: CCOCC, CN(N=O)C(=N)N[N+](=O)[O-], C[Si](C)(C)CCOCn1cc2cc(Cl)cc(CC(=O)O)c2n1, [Na+], [OH-]. Yields the product COC(=O)Cc1cc(Cl)cc2cn(COCC[Si](C)(C)C)nc12. RXN SMILES: [CH3:35][CH2:36][O:37][CH2:38][CH3:39].[CH3:3][N:4]([N:5]=[O:6])[C:7]([NH:8][N+:9]([O-:10])=[O:11])=[NH:12].[Cl:13][c:14]1[cH:15][c:16]2[cH:17][n:18]([CH2:27][O:28][CH2:29][CH2:30][Si:31]([CH3:32])([CH3:33])[CH3:34])[n:19][c:20]2[c:21]([CH2:23][C:24](=[O:25])[OH:26])[cH:22]1.[Na+:2].[OH-:1]>>[CH3:3][O:26][C:24]([CH2:23][c:21]1[c:20]2[c:16]([cH:15][c:14]([Cl:13])[cH:22]1)[cH:17][n:18]([CH2:27][O:28][CH2:29][CH2:30][Si:31]([CH3:32])([CH3:33])[CH3:34])[n:19]2)=[O:25]. The reactants are Oc1ccc(OCc2ccccc2)cc1, CCCCCCC(C)O, ClCCl, CCOC(=O)N=NC(=O)OCC, O, c1ccc(P(c2ccccc2)c2ccccc2)cc1. Product: CCCCCCC(C)Oc1ccc(OCc2ccccc2)cc1. Reaction SMILES: [CH2:1]([c:2]1[cH:3][cH:4][cH:5][cH:6][cH:7]1)[O:8][c:9]1[cH:10][cH:11][c:12]([OH:15])[cH:13][cH:14]1.[CH3:35][CH:36]([CH2:37][CH2:38][CH2:39][CH2:40][CH2:41][CH3:42])[OH:43].[Cl:56][CH2:57][Cl:58].[O:44]=[C:45]([O:46][CH2:47][CH3:48])[N:49]=[N:50][C:51]([O:52][CH2:53][CH3:54])=[O:55].[OH2:59].[c:16]1([P:17]([c:18]2[cH:19][cH:20][cH:21][cH:22][cH:23]2)[c:24]2[cH:25][cH:26][cH:27][cH:28][cH:29]2)[cH:30][cH:31][cH:32][cH:33][cH:34]1>>[CH2:1]([c:2]1[cH:3][cH:4][cH:5][cH:6][cH:7]1)[O:8][c:9]1[cH:10][cH:11][c:12]([O:15][CH:36]([CH3:35])[CH2:37][CH2:38][CH2:39][CH2:40][CH2:41][CH3:42])[cH:13][cH:14]1. The reactants are C(C1=CC=CC=C1)OC1=C(C=C(C=C1)C(C)=O)OC (4'-benzyloxy-3'-methoxyacetophenone), C[Si](C)(C)[N-][Si](C)(C)C.[Li+] (lithium bis(trimethylsilyl)amide), Cl[Si](C)(C)C (chlorotrimethylsilane), diethyl ester, C1(=CC=CC=C1)CCSC(C(=O)O)C(=O)O ([(2-phenylethyl)thio]propanedioic acid). Solvent: C1CCOC1 (THF). The product is OC1=C(C(OC(=C1)C1=CC(=C(C=C1)OCC1=CC=CC=C1)OC)=O)SCCC1=CC=CC=C1 (4-Hydroxy-6-[3-methoxy-4-(phenylmethoxy)phenyl]-3-[(2-phenylethyl)thio]-2H-pyran-2-one). RXN SMILES: [CH2:1]([O:8][C:9]1[CH:14]=[CH:13][C:12]([C:15](=[O:17])[CH3:16])=[CH:11][C:10]=1[O:18][CH3:19])[C:2]1[CH:7]=[CH:6][CH:5]=[CH:4][CH:3]=1.C[Si]([N-][Si](C)(C)C)(C)C.[Li+].Cl[Si](C)(C)C.[C:35]1([CH2:41][CH2:42][S:43][CH:44]([C:48](O)=[O:49])[C:45](O)=[O:46])[CH:40]=[CH:39][CH:38]=[CH:37][CH:36]=1>C1COCC1>[OH:49][C:48]1[CH:16]=[C:15]([C:12]2[CH:13]=[CH:14][C:9]([O:8][CH2:1][C:2]3[CH:3]=[CH:4][CH:5]=[CH:6][CH:7]=3)=[C:10]([O:18][CH3:19])[CH:11]=2)[O:17][C:45](=[O:46])[C:44]=1[S:43][CH2:42][CH2:41][C:35]1[CH:36]=[CH:37][CH:38]=[CH:39][CH:40]=1 |f:1.2|. Procedure: The title compound was prepared by Method A using 4'-benzyloxy-3'-methoxyacetophenone (2.00 g, 7.81 mmol), lithium bis(trimethylsilyl)amide (1.96 g, 11.71 mmol), chlorotrimethylsilane (1.48 mL, 11.71 mmol), THF (80 mL), and diethyl ester of [(2-phenylethyl)thio]propanedioic acid (1.00 g, 3.37 mmol). m.p. 114-115° C.; 1H NMR (400 MHz, DMSO-d6) δ2.77 (t, 2 H), 2.98 (t, 2 H), 3.86 (s, 1 H), 6.75 (s, 1 H), 7.21 (m, 7 H), 7.40 (m, 6 H). Reactants: crown ether, CS(=O)C (dimethyl sulfoxide), BrC=1C(=C(C(=NC1S(=O)(=O)C)Cl)C1=C(C=CC=C1F)Cl)Cl (5-Bromo-3-(2-chloro-6-fluorophenyl)-2,4-dichloro-6-methylsulfonylpyridine), [K] (potassium), C(C)#N (acetonitrile). Conditions: temperature 60 celsius, time 6 hour. The product is BrC=1C(=C(C(=NC1C#N)Cl)C1=C(C=CC=C1F)Cl)Cl (5-Bromo-3-(2-chloro-6-fluorophenyl)-6-cyano-2,4-dichloropyridine). Reaction SMILES: CS(C)=O.[Br:5][C:6]1[C:7]([Cl:25])=[C:8]([C:17]2[C:22]([F:23])=[CH:21][CH:20]=[CH:19][C:18]=2[Cl:24])[C:9]([Cl:16])=[N:10][C:11]=1S(C)(=O)=O.[K].[C:27](#[N:29])C>>[Br:5][C:6]1[C:7]([Cl:25])=[C:8]([C:17]2[C:22]([F:23])=[CH:21][CH:20]=[CH:19][C:18]=2[Cl:24])[C:9]([Cl:16])=[N:10][C:11]=1[C:27]#[N:29] |^1:25|. Procedure details: At room temperature, a spatula tip (about 10 mg) of crown ether (18-crown-6) and 1 ml of dimethyl sulfoxide were added to 1.65 g (3.8 mmol) of 5-bromo-3-(2-chloro-6-fluorophenyl)-2,4-dichloro-6-methylsulfonylpyridine (Example F) dissolved in 50 ml of acetonitrile, and the mixture was heated to 60° C. Over a period of 6 h, 500 mg (7.6 mmol) of potassium cyamide were then added a little at a time at this temperature. The mixture was stirred at room temperature overnight and chromatographed directl... Reactants: O (Water), Cl.CNC (dimethylamine hydrochloride), C(C)(C)N(CC)C(C)C (diisopropylethylamine), NC1=C(C(=C(C2=C1C(C=C(O2)C2=CC(=C(C=C2)N)F)=O)F)COC(CCBr)=O)F (5-Amino-2-(4-amino-3-fluorophenyl)-7-(3-bromopropanoyl)oxymethyl-6,8-difluoro-4H-1-benzopyran-4-one). Run in CN(C=O)C (dimethylformamide). Reaction conditions: temperature 50 celsius, time 30 minute. Product: NC1=C(C(=C(C2=C1C(C=C(O2)C2=CC(=C(C=C2)N)F)=O)F)COC(CCN(C)C)=O)F (5-Amino-2-(4-amino-3-fluorophenyl)-7-(3-dimethylaminopropionyl)oxymethyl-6,8-difluoro-4H-1-benzopyran-4-one). Isolated yield 101.5%. As a reaction SMILES: [NH2:1][C:2]1[C:7]2[C:8](=[O:20])[CH:9]=[C:10]([C:12]3[CH:17]=[CH:16][C:15]([NH2:18])=[C:14]([F:19])[CH:13]=3)[O:11][C:6]=2[C:5]([F:21])=[C:4]([CH2:22][O:23][C:24](=[O:28])[CH2:25][CH2:26]Br)[C:3]=1[F:29].Cl.[CH3:31][NH:32][CH3:33].C(N(C(C)C)CC)(C)C.O>CN(C)C=O>[NH2:1][C:2]1[C:7]2[C:8](=[O:20])[CH:9]=[C:10]([C:12]3[CH:17]=[CH:16][C:15]([NH2:18])=[C:14]([F:19])[CH:13]=3)[O:11][C:6]=2[C:5]([F:21])=[C:4]([CH2:22][O:23][C:24](=[O:28])[CH2:25][CH2:26][N:32]([CH3:33])[CH3:31])[C:3]=1[F:29] |f:1.2|. Procedure: 130 mg (0.276 mmol) of Compound 160 obtained in EXAMPLE 160 was dissolved in 5 mL of dimethylformamide, 112 mg (1.38 mmol) of dimethylamine hydrochloride and 0.24 mL (1.38 mmol) of diisopropylethylamine were added, and the mixture was stirred at 50° C. for 30 minutes. Water was added to the reaction solution and the mixture was extracted with ethyl acetate. The organic layer was washed with water and an aqueous saturated solution of sodium chloride and dried over anhydrous sodium sulfate, and th... Reactants: COC1=CC=C(C=C1)C=1SC=CC1 (2-(4-methoxyphenyl)thiophene), BrC1=CC(=C(C(=O)O)C=C1)C (4-bromo-2-methylbenzoic acid). Yields the product BrC=1C=CC(=C(C1)CC=1SC(=CC1)C1=CC=C(C=C1)OC)C (5-bromo-1-(5-(4-methoxyphenyl)-2-thienylmethyl)-2-methylbenzene). Reaction SMILES: [CH3:1][O:2][C:3]1[CH:8]=[CH:7][C:6]([C:9]2[S:10][CH:11]=[CH:12][CH:13]=2)=[CH:5][CH:4]=1.[Br:14][C:15]1[CH:23]=[CH:22][C:18]([C:19](O)=O)=[C:17]([CH3:24])[CH:16]=1>>[Br:14][C:15]1[CH:23]=[CH:22][C:18]([CH3:19])=[C:17]([CH2:24][C:11]2[S:10][C:9]([C:6]3[CH:5]=[CH:4][C:3]([O:2][CH3:1])=[CH:8][CH:7]=3)=[CH:13][CH:12]=2)[CH:16]=1. Procedure: The above 2-(4-methoxyphenyl)thiophene and 4-bromo-2-methylbenzoic acid obtained in Reference Example 4-(1) were treated in a manner similar to Reference Example 5 to give 5-bromo-1-(5-(4-methoxyphenyl)-2-thienylmethyl)-2-methylbenzene as a pale yellow solid. APCI-Mass m/Z 373/375 (M+H).